This data is from the Open Reaction Database (ORD), a public repository of structured organic reaction records. The task is: describe an organic reaction: reactants, conditions, products, and yield Reactants: CC1=C(C=CC=C1)SC1=CC(=CN1)C(=O)OC (Methyl 5-(2-methylphenylthio)pyrrole-3-carboxylate), hexane-5 ethyl acetate, [OH-].[Na+] (sodium hydroxide). The solvent is CO (methanol). Yields the product CC1=C(C=CC=C1)SC1=CC(=CN1)C(=O)O (5-(2-Methylphenylthio)pyrrole- 3-carboxylic Acid). Reaction SMILES: [CH3:1][C:2]1[CH:7]=[CH:6][CH:5]=[CH:4][C:3]=1[S:8][C:9]1[NH:13][CH:12]=[C:11]([C:14]([O:16]C)=[O:15])[CH:10]=1.[OH-].[Na+]>CO>[CH3:1][C:2]1[CH:7]=[CH:6][CH:5]=[CH:4][C:3]=1[S:8][C:9]1[NH:13][CH:12]=[C:11]([C:14]([OH:16])=[O:15])[CH:10]=1 |f:1.2|. Reported procedure: Methyl 5-(2-methylphenylthio)pyrrole-3-carboxylate (1.1 g.) was combined with 20 ml. of 1 N sodium hydroxide and 50 ml. of methanol and refluxed for 2.5 hours, at which time thin layer chromatography with hexane-5/ethyl acetate-1/5% acetic acid as eluant indicated reaction to be complete. Methanol was removed by evaporation, the aqueous residue was diluted with approximately one volume of water, and extracted with ether. The aqueous phase was acidified with 6 N hydrochloric acid and the product ... Reactants: FF (fluorine), ClC1=C(C=C2C(C(=CN(C2=C1)CCO)C(=O)OCC)=O)F (7-chloro-3-ethoxycarbonyl-6-fluoro-1-(2-hydroxyethyl)-4-oxo-1,4-dihydro-quinoline), vinyl. Yields the product ClC1=C(C=C2C(C(=CN(C2=C1)CCO)C(=O)OCC)=O)F (7-chloro-3-ethoxycarbonyl-6-fluoro-1-(2-hydroxyethyl)-4-oxo-1,4-dihydro-quinoline), ClC1=C(C=C2C(C(=CNC2=C1)C(=O)OCC)=O)F (7-chloro-3-ethoxycarbonyl-6-fluoro-4-oxo-1,4-dihydro-quinoline), 2-halogeno-ethanol XCH2 -CH2OH. RXN SMILES: FF.[Cl:3][C:4]1[CH:13]=[C:12]2[C:7]([C:8](=[O:22])[C:9]([C:17]([O:19][CH2:20][CH3:21])=[O:18])=[CH:10][N:11]2[CH2:14][CH2:15][OH:16])=[CH:6][C:5]=1[F:23]>>[Cl:3][C:4]1[CH:13]=[C:12]2[C:7]([C:8](=[O:22])[C:9]([C:17]([O:19][CH2:20][CH3:21])=[O:18])=[CH:10][N:11]2[CH2:14][CH2:15][OH:16])=[CH:6][C:5]=1[F:23].[Cl:3][C:4]1[CH:13]=[C:12]2[C:7]([C:8](=[O:22])[C:9]([C:17]([O:19][CH2:20][CH3:21])=[O:18])=[CH:10][NH:11]2)=[CH:6][C:5]=1[F:23]. Procedure details: When R1 in formula I is a vinyl group, the compounds according to the invention can be prepared by either of two processes depending on whether the vinyl substituent in the 1-position is introduced at the beginning of the synthesis process (process A) or at the end of the process (process B). The reaction schemes below show the stages of these two processes for the case where X in formula I is fluorine. The two methods use 7-chloro-3-ethoxycarbonyl-6-fluoro-1-(2-hydroxyethyl)-4-oxo-1,4-dihydro-q...